describe an organic reaction: reactants, conditions, products, and yield From a dataset of the Open Reaction Database (ORD), a public repository of structured organic reaction records. Starting materials: CC(=O)O, [Na+], [OH-], O, O=[N+]([O-])O, Oc1ccc(-c2cccnc2)cc1. Yields the product O=[N+]([O-])c1cc(-c2cccnc2)ccc1O. RXN SMILES: [CH3:21][C:22](=[O:23])[OH:24].[Na+:20].[OH-:19].[OH2:18].[OH:1][N+:2]([O-:3])=[O:4].[n:5]1[cH:6][c:7](-[c:11]2[cH:12][cH:13][c:14]([OH:17])[cH:15][cH:16]2)[cH:8][cH:9][cH:10]1>>[O-:1][N+:2](=[O:4])[c:13]1[cH:12][c:11](-[c:7]2[cH:6][n:5][cH:10][cH:9][cH:8]2)[cH:16][cH:15][c:14]1[OH:17]. Starting materials: N1N=CC(=C1)C=1C=C(C=CC1)[C@@H](C)NC(OC(C)(C)C)=O ((R)-tert-Butyl 1-(3-(1H-pyrazol-4-yl)phenyl)ethylcarbamate), C([O-])([O-])=O.[K+].[K+] (potassium carbonate), BrCCC1=CC=CC=C1 ((2-bromoethyl)benzene). Solvent: C(C)#N (acetonitrile), CN(C)C=O (DMF). Reaction conditions: temperature 50 celsius. The product is C(CC1=CC=CC=C1)N1N=CC(=C1)C=1C=C(C=CC1)[C@@H](C)NC(OC(C)(C)C)=O ((R)-tert-Butyl 1-(3-(1-phenethyl-1H-pyrazol-4-yl)phenyl)ethylcarbamate). Isolated yield 77.3%. Reaction SMILES: [NH:1]1[CH:5]=[C:4]([C:6]2[CH:7]=[C:8]([C@H:12]([NH:14][C:15](=[O:21])[O:16][C:17]([CH3:20])([CH3:19])[CH3:18])[CH3:13])[CH:9]=[CH:10][CH:11]=2)[CH:3]=[N:2]1.C(=O)([O-])[O-].[K+].[K+].Br[CH2:29][CH2:30][C:31]1[CH:36]=[CH:35][CH:34]=[CH:33][CH:32]=1>C(#N)C.CN(C=O)C>[CH2:29]([N:1]1[CH:5]=[C:4]([C:6]2[CH:7]=[C:8]([C@H:12]([NH:14][C:15](=[O:21])[O:16][C:17]([CH3:20])([CH3:19])[CH3:18])[CH3:13])[CH:9]=[CH:10][CH:11]=2)[CH:3]=[N:2]1)[CH2:30][C:31]1[CH:36]=[CH:35][CH:34]=[CH:33][CH:32]=1 |f:1.2.3|. Procedure details: To a vial was added Intermediate 11B (110 mg, 0.383 mmol) in acetonitrile (0.7 mL) and DMF (0.7 mL) and potassium carbonate (159.0 mg, 1.148 mmol). The reaction was stirred for 10 min before (2-bromoethyl)benzene (106 mg, 0.574 mmol) was added. The resulting mixture was heated at 50° C. for 16 h. The reaction was quenched with water and extracted with EtOAc. The combined organics were dried over Na2SO4 and concentrated. The crude was purified by flash chromatography to give Intermediate 11C (116... Reactants: BrCC(=O)O (Bromoacetic acid), CN(C)C=O (DMF), BrCC(=O)O (bromoacetic acid), disodium G6P, C=1N=C(C2=C(N1)N(C=N2)[C@H]3[C@@H]([C@@H]([C@H](O3)COP(=O)(O)OP(=O)(O)OC[C@@H]4[C@H]([C@H]([C@@H](O4)N5C=CCC(=C5)C(=O)N)O)O)O)O)N (NADH), C([O-])([O-])=O (carbonate), BrCC(=O)O (Bromoacetic acid). The solvent is C(O)(O)=O.P(=O)(O)(O)O (phosphate carbonate). Product: P(=O)(O)(O)OC[C@H]([C@H]([C@@H]([C@H](C(=O)C(CBr)=O)O)O)O)O (Bromoacetyl Glucose-6-Phosphate). RXN SMILES: CN([CH:4]=[O:5])C.[Br:6][CH2:7][C:8]([OH:10])=O.C(=O)([O-])[O-:12].C1N=C(N)C2N=CN([C@@H]3O[C@H](COP([O:34][P:35]([O:38][CH2:39][C@H:40]4[O:44][C@@H:43](N5C=C(C(N)=O)CC=C5)[C@H:42]([OH:54])[C@@H:41]4[OH:55])([OH:37])=[O:36])(O)=O)[C@@H](O)[C@H]3O)C=2N=1>C(=O)(O)O.P(O)(O)(O)=O>[P:35]([O:38][CH2:39][C@@H:40]([OH:44])[C@@H:41]([OH:55])[C@H:42]([OH:54])[C@@H:43]([OH:12])[C:4]([C:8](=[O:10])[CH2:7][Br:6])=[O:5])([OH:34])([OH:37])=[O:36] |f:4.5|. Procedure details: 100 μL DMF was added to bromoacetic acid NHS (Sigma 3.06 mg, 12.97 μM) and stirred. A 2.0 mL (10 mg/mL) G6PDH solution was prepared in 0.025 M phosphate carbonate buffer, pH 7.2 and adjusted to pH 8.5 with 0.4 M carbonate buffer. 45 mg disodium G6P and 90 mg NADH, was dissolved in the G6PDH solution. Bromoacetic acid NHS was added to G6PDH solution at 5 μL increments. Enzyme activity was measured on the HITACHI 917 analyzer after each addition. Bromoacetic acid NHS was added until approximately ... Reactants: CC(C)(C)OC(=O)N1CCN(Cc2ccc(Cl)c(Cl)c2)CC1, ClC(Cl)Cl, [Na+], [OH-], O=C(O)C(F)(F)F. Yields the product Clc1ccc(CN2CCNCC2)cc1Cl. RXN SMILES: [C:8]([O:9][C:10](=[O:11])[N:15]1[CH2:16][CH2:17][N:18]([CH2:21][c:22]2[cH:23][c:24]([Cl:29])[c:25]([Cl:28])[cH:26][cH:27]2)[CH2:19][CH2:20]1)([CH3:12])([CH3:13])[CH3:14].[CH:32]([Cl:33])([Cl:34])[Cl:35].[Na+:31].[OH-:30].[OH:1][C:2]([C:3]([F:4])([F:5])[F:6])=[O:7]>>[NH:15]1[CH2:16][CH2:17][N:18]([CH2:21][c:22]2[cH:23][c:24]([Cl:29])[c:25]([Cl:28])[cH:26][cH:27]2)[CH2:19][CH2:20]1. Starting materials: O=C(n1ccnc1)n1ccnc1, CS(=O)(=O)O, CCOC(C)=O, NCc1ccc2c(c1)CN(C1CCC(=O)NC1=O)C2=O, CN(C)C=O, O, Nc1ccc(-c2ncc[nH]2)cc1. The product is O=C1CCC(N2Cc3cc(CNC(=O)Nc4ccc(-c5ncc[nH]5)cc4)ccc3C2=O)C(=O)N1. Reaction SMILES: [C:26](=[O:27])([n:28]1[cH:29][cH:30][n:31][cH:32]1)[n:33]1[cH:34][cH:35][n:36][cH:37]1.[CH3:1][S:2]([OH:3])(=[O:4])=[O:5].[CH3:56][CH2:57][O:58][C:59](=[O:60])[CH3:61].[NH2:6][CH2:7][c:8]1[cH:9][c:10]2[c:14]([cH:15][cH:16]1)[C:13](=[O:17])[N:12]([CH:18]1[C:19](=[O:25])[NH:20][C:21](=[O:24])[CH2:22][CH2:23]1)[CH2:11]2.[O:51]=[CH:52][N:53]([CH3:54])[CH3:55].[OH2:50].[nH:38]1[c:39](-[c:43]2[cH:44][cH:45][c:46]([NH2:49])[cH:47][cH:48]2)[n:40][cH:41][cH:42]1>>[NH:6]([CH2:7][c:8]1[cH:9][c:10]2[c:14]([cH:15][cH:16]1)[C:13](=[O:17])[N:12]([CH:18]1[C:19](=[O:25])[NH:20][C:21](=[O:24])[CH2:22][CH2:23]1)[CH2:11]2)[C:26](=[O:27])[NH:49][c:46]1[cH:45][cH:44][c:43](-[c:39]2[nH:38][cH:42][cH:41][n:40]2)[cH:48][cH:47]1. Starting materials: [Na] (monosodium), [C@@H]1([C@@H](CCCC1)O)O (trans-1,2-cyclohexanediol), [H-].[Na+] (sodium hydride), [C@@H]1([C@@H](CCCC1)O)O (trans-1,2-cyclohexanediol), [H][H] (hydrogen), BrCC(=O)OCC (Ethyl bromoacetate). Solvent: O (Water), C1(=CC=CC=C1)C (toluene). Conditions: temperature 100 celsius, time 30 minute. Yields the product O1C(CO[C@H]2[C@H]1CCCC2)=O (trans-hexahydro-1,4-benzodioxan-2-one). Isolated yield 69.1%. As a reaction SMILES: [H-].[Na+].[C@@H:3]1([OH:10])[CH2:8][CH2:7][CH2:6][CH2:5][C@H:4]1[OH:9].[H][H].[Na].Br[CH2:15][C:16](OCC)=[O:17]>C1(C)C=CC=CC=1.O>[O:9]1[C@@H:4]2[CH2:5][CH2:6][CH2:7][CH2:8][C@H:3]2[O:10][CH2:15][C:16]1=[O:17] |f:0.1,^1:12|. Reported procedure: To a slurry of 54 grams of 55% sodium hydride in 1000 mls of toluene is portionwise added 140 grams of trans-1,2-cyclohexanediol at 90° C. with concommitant release of hydrogen. The resulting mass, containing the monosodium salt of trans-1,2-cyclohexanediol is stirred at 100° C. for 30 minutes. Ethyl bromoacetate (203 grams) is added dropwise to the stirred reaction mass at 100° C. over a 30 minute period. After stirring for 30 minutes, the mass is cooled to 20° C. Water (100 ml) is added and th... Reactants: C([O-])([O-])=O.[Na+].[Na+] (sodium carbonate), C(N)(=O)C1=C(N=C(C(=N1)C1=CC=C(C=C1)B(O)O)C)C (4-(6-carbamoyl-3,5-dimethylpyrazin-2-yl)phenylboronic acid), C(N)(=O)C1=C(N=C(C(=N1)C1=CC=C(C=C1)B(O)O)C)C (4-(6-carbamoyl-3,5-dimethylpyrazin-2-yl)phenylboronic acid), ClC=1C(=CC(=C(C1)CC(=O)OCC)C)OS(=O)(=O)C(F)(F)F (ethyl 2-(5-chloro-2-methyl-4-(trifluoromethylsulfonyloxy)phenyl)acetate), ClC=1C(=CC(=C(C1)CC(=O)OCC)C)OS(=O)(=O)C(F)(F)F (ethyl 2-(5-chloro-2-methyl-4-(trifluoromethylsulfonyloxy)phenyl)acetate), C([O-])([O-])=O.[Na+].[Na+] (sodium carbonate), [Cl-].[Li+] (lithium chloride). Reagents/catalysts: C=1C=CC(=CC1)[P](C=2C=CC=CC2)(C=3C=CC=CC3)[Pd]([P](C=4C=CC=CC4)(C=5C=CC=CC5)C=6C=CC=CC6)([P](C=7C=CC=CC7)(C=8C=CC=CC8)C=9C=CC=CC9)[P](C=1C=CC=CC1)(C=1C=CC=CC1)C=1C=CC=CC1 (tetrakis(triphenylphosphine)palladium(0)), C=1C=CC(=CC1)[P](C=2C=CC=CC2)(C=3C=CC=CC3)[Pd]([P](C=4C=CC=CC4)(C=5C=CC=CC5)C=6C=CC=CC6)([P](C=7C=CC=CC7)(C=8C=CC=CC8)C=9C=CC=CC9)[P](C=1C=CC=CC1)(C=1C=CC=CC1)C=1C=CC=CC1 (tetrakis(triphenylphosphine)palladium(0)). Solvent: COCCOC (DME), C(C)O (ethanol). Reaction conditions: temperature 85 celsius, time 17 hour. Product: C(N)(=O)C1=C(N=C(C(=N1)C1=CC=C(C=C1)C1=C(C=C(C(=C1)C)CC(=O)OCC)Cl)C)C (ethyl 2-(4′-(6-carbamoyl-3,5-dimethylpyrazin-2-yl)-2-chloro-5-methylbiphenyl-4-yl)acetate). Isolated yield 70.7%. As a reaction SMILES: [C:1]([C:4]1[N:9]=[C:8]([C:10]2[CH:15]=[CH:14][C:13](B(O)O)=[CH:12][CH:11]=2)[C:7]([CH3:19])=[N:6][C:5]=1[CH3:20])(=[O:3])[NH2:2].[Cl:21][C:22]1[C:23](OS(C(F)(F)F)(=O)=O)=[CH:24][C:25]([CH3:34])=[C:26]([CH2:28][C:29]([O:31][CH2:32][CH3:33])=[O:30])[CH:27]=1.C(=O)([O-])[O-].[Na+].[Na+].[Cl-].[Li+]>COCCOC.C(O)C.C1C=CC([P]([Pd]([P](C2C=CC=CC=2)(C2C=CC=CC=2)C2C=CC=CC=2)([P](C2C=CC=CC=2)(C2C=CC=CC=2)C2C=CC=CC=2)[P](C2C=CC=CC=2)(C2C=CC=CC=2)C2C=CC=CC=2)(C2C=CC=CC=2)C2C=CC=CC=2)=CC=1>[C:1]([C:4]1[N:9]=[C:8]([C:10]2[CH:15]=[CH:14][C:13]([C:23]3[CH:24]=[C:25]([CH3:34])[C:26]([CH2:28][C:29]([O:31][CH2:32][CH3:33])=[O:30])=[CH:27][C:22]=3[Cl:21])=[CH:12][CH:11]=2)[C:7]([CH3:19])=[N:6][C:5]=1[CH3:20])(=[O:3])[NH2:2] |f:2.3.4,5.6,^1:63,65,84,103|. Reported procedure: A solution of 4-(6-carbamoyl-3,5-dimethylpyrazin-2-yl)phenylboronic acid (Intermediate 5-1; 284 mg, 1.05 mmol) and ethyl 2-(5-chloro-2-methyl-4-(trifluoromethylsulfonyloxy)phenyl)acetate (Intermediate 3-2; 336 mg, 0.93 mmol) and 2M sodium carbonate (0.757 mL, 1.51 mmol), tetrakis(triphenylphosphine)palladium(0) (66.7 mg, 0.06 mmol) and lithium chloride (69.1 mg, 1.63 mmol) in DME (20 mL) and ethanol (5 mL) was degassed and then stirred at 85° C. After 4 hours further tetrakis(triphenylphosphine)...